From a dataset of the Open Reaction Database (ORD), a public repository of structured organic reaction records. describe an organic reaction: reactants, conditions, products, and yield Starting materials: C1COCCN1, CCOC(=O)C(CCC(=O)O)Cc1ccccc1, CO, CC#N, ClC(Cl)Cl. Product: CCOC(=O)C(CCC(=O)N1CCOCC1)Cc1ccccc1. As a reaction SMILES: [CH2:19]1[CH2:20][O:21][CH2:22][CH2:23][NH:24]1.[CH2:1]([CH3:2])[O:3][C:4](=[O:5])[CH:6]([CH2:7][CH2:8][C:9](=[O:10])[OH:11])[CH2:12][c:13]1[cH:14][cH:15][cH:16][cH:17][cH:18]1.[CH3:25][OH:26].[CH3:31][C:32]#[N:33].[CH:27]([Cl:28])([Cl:29])[Cl:30]>>[CH2:1]([CH3:2])[O:3][C:4](=[O:5])[CH:6]([CH2:7][CH2:8][C:9](=[O:11])[N:24]1[CH2:19][CH2:20][O:21][CH2:22][CH2:23]1)[CH2:12][c:13]1[cH:14][cH:15][cH:16][cH:17][cH:18]1. Reactants: CC1(CC(CC(C1)=O)=O)C (5,5-dimethyl-1,3-cyclohexanedione), C([O-])([O-])=O.[K+].[K+] (potassium carbonate), ClC=1C=C(C=CC1Cl)[N+](=O)[O-] (3,4-dichloronitrobenzene). Run in CN(C=O)C (dimethylformamide), CN(C=O)C (dimethylformamide). Reaction conditions: temperature 75 celsius, time 1 hour. Yields the product ClC1=C(C=CC(=C1)[N+](=O)[O-])C1C(CC(CC1=O)(C)C)=O (2-(2'-Chloro-4'-nitrophenyl)-5,5-dimethyl-1, 3-cyclohexanedione). The yield is 36.0%. RXN SMILES: [CH3:1][C:2]1([CH3:10])[CH2:7][C:6](=[O:8])[CH2:5][C:4](=[O:9])[CH2:3]1.C(=O)([O-])[O-].[K+].[K+].[Cl:17][C:18]1[CH:19]=[C:20]([N+:25]([O-:27])=[O:26])[CH:21]=[CH:22][C:23]=1Cl>CN(C)C=O>[Cl:17][C:18]1[CH:19]=[C:20]([N+:25]([O-:27])=[O:26])[CH:21]=[CH:22][C:23]=1[CH:5]1[C:6](=[O:8])[CH2:7][C:2]([CH3:10])([CH3:1])[CH2:3][C:4]1=[O:9] |f:1.2.3|. Reported procedure: A solution containing 42.05 g (0.300 mol) of 5,5-dimethyl-1,3-cyclohexanedione and 100 g (0.718 g-atom) of anhydrous potassium carbonate in 300 ml of dry dimethylformamide was heated to 75° C. under nitrogen and stirred for one hour. The 3,4-dichloronitrobenzene, 57.60 g (0.300 mol) was dissolved in 100 ml dimethylformamide and added dropwise to the reaction mixture while stirring and maintaining the temperature of the reaction mixture at 75° C. A deep red-colored solution formed, and when the a... Reactants: O (Water), C(C)(C)(C)OC(C(C)(C)SC=1SC=C(N1)CCN(S(=O)(=O)C1=C(C=CC=C1)[N+](=O)[O-])C1=CC=C(C=C1)C1=CC=C(C=C1)F)=O (2-{[4-(2-{(4′-fluorobiphenyl-4-yl)[(2-nitrophenyl)sulfonyl]amino}ethyl)-1,3-thiazol-2-yl]thio}-2-methylpropionic acid tert-butyl ester), C1(=CC=CC=C1)S (thiophenol), C([O-])([O-])=O.[K+].[K+] (potassium carbonate). Run in CN(C=O)C (N,N-dimethylformamide). Run at time 12 hour. The product is C(C)(C)(C)OC(C(C)(C)SC=1SC=C(N1)CCNC1=CC=C(C=C1)C1=CC=C(C=C1)F)=O (2-[(4-{2-[(4′-fluorobiphenyl-4-yl)amino]ethyl}-1,3-thiazol-2-yl)thio]-2-methylpropionic acid tert-butyl ester). Isolated yield 93.6%. RXN SMILES: [C:1]([O:5][C:6](=[O:44])[C:7]([S:10][C:11]1[S:12][CH:13]=[C:14]([CH2:16][CH2:17][N:18]([C:31]2[CH:36]=[CH:35][C:34]([C:37]3[CH:42]=[CH:41][C:40]([F:43])=[CH:39][CH:38]=3)=[CH:33][CH:32]=2)S(C2C=CC=CC=2[N+]([O-])=O)(=O)=O)[N:15]=1)([CH3:9])[CH3:8])([CH3:4])([CH3:3])[CH3:2].C1(S)C=CC=CC=1.C(=O)([O-])[O-].[K+].[K+].O>CN(C)C=O>[C:1]([O:5][C:6](=[O:44])[C:7]([S:10][C:11]1[S:12][CH:13]=[C:14]([CH2:16][CH2:17][NH:18][C:31]2[CH:36]=[CH:35][C:34]([C:37]3[CH:38]=[CH:39][C:40]([F:43])=[CH:41][CH:42]=3)=[CH:33][CH:32]=2)[N:15]=1)([CH3:9])[CH3:8])([CH3:2])([CH3:3])[CH3:4] |f:2.3.4|. Procedure: 2-{[4-(2-{(4′Fluorobiphenyl-4-yl)[(2-nitrophenyl)sulfonyl]amino}ethyl)-1,3-thiazol-2-yl]thio}-2-methylpropionic acid tert-butyl ester (675 mg) synthesized in Example 256-2 and thiophenol (169 mg) were dissolved in N,N-dimethylformamide (5 mL), potassium carbonate (425 mg) was added, and the mixture was stirred at room temperature for 12 hr. Water was added to the reaction mixture, and the mixture was extracted with ethyl acetate. The organic layer was washed with saturated brine and dried over a...